This data is from the Open Reaction Database (ORD), a public repository of structured organic reaction records. The task is: describe an organic reaction: reactants, conditions, products, and yield The reactants are [OH-].[Na+] (NaOH), C(C(C)C)(=O)NC=1NC(C=2N=CN(C2N1)[C@H]1[C@@H](O)[C@H](OC2OCCCC2)[C@H](O1)COC1(OCCCC1)C(C(C)C)=O)=O (N2-Isobutyryl-9-(2′-isobutyryl-3′,5′-di-O-[tetrahydropyran-2-yl]-β-D-arabinofuranosyl)guanine), C(C)(=O)O (acetic acid), C(=O)(O)[O-].[Na+] (NaHCO3). Run in CCO.CO (EtOH MeOH), N1=CC=CC=C1.CO.O (pyridine MeOH-H2O). Reaction conditions: temperature 0 celsius, time 2 hour. Product: C(C(C)C)(=O)NC=1NC(C=2N=CN(C2N1)[C@H]1[C@@H](O)[C@H](OC2OCCCC2)[C@H](O1)COC1OCCCC1)=O (N2-Isobutyryl-9-(3′,5′-di-O-[tetrahydropyran-2-yl]-β-D-ara-binofuranosyl)guanine). Yield: 78.3%. RXN SMILES: [C:1]([NH:6][C:7]1[NH:8][C:9](=[O:42])[C:10]2[N:11]=[CH:12][N:13]([C@@H:16]3[O:28][C@H:27]([CH2:29][O:30][C:31]4(C(=O)C(C)C)[CH2:36][CH2:35][CH2:34][CH2:33][O:32]4)[C@@H:19]([O:20][CH:21]4[CH2:26][CH2:25][CH2:24][CH2:23][O:22]4)[C@@H:17]3[OH:18])[C:14]=2[N:15]=1)(=[O:5])[CH:2]([CH3:4])[CH3:3].[OH-].[Na+].C(O)(=O)C.C([O-])(O)=O.[Na+]>N1C=CC=CC=1.CO.O.CCO.CO>[C:1]([NH:6][C:7]1[NH:8][C:9](=[O:42])[C:10]2[N:11]=[CH:12][N:13]([C@@H:16]3[O:28][C@H:27]([CH2:29][O:30][CH:31]4[CH2:36][CH2:35][CH2:34][CH2:33][O:32]4)[C@@H:19]([O:20][CH:21]4[CH2:26][CH2:25][CH2:24][CH2:23][O:22]4)[C@@H:17]3[OH:18])[C:14]=2[N:15]=1)(=[O:5])[CH:2]([CH3:4])[CH3:3] |f:1.2,4.5,6.7.8,9.10|. Procedure details: N2-Isobutyryl-9-(2′-isobutyryl-3′,5′-di-O-[tetrahydropyran-2-yl]-β-D-arabinofuranosyl)guanine (5.58 g) was dissolved in pyridine-MeOH-H2O (65:30:15, 52 mL) at room temperature. The solution was cooled to 0° C. and 52 mL of 2 N NaOH in EtOH-MeOH (95:5) was added slowly, followed by stirring for 2 hours at 0° C. Glacial acetic acid was added to pH 6, and saturated NaHCO3 was added to pH 7. The reaction mixture was evaporated under reduced pressure and the residue coevaporated with toluene. The res... Starting materials: ClC=1C=C(CN(C(=O)C=2CN(C(C2O)=O)CCN2CCSCC2)C)C=CC1Cl (4-hydroxy-5-oxo-1-(2-thiomorpholin-4-yl-ethyl)-2,5-dihydro-1H-pyrrole-3-carboxylic acid (3,4-dichloro-benzyl)-methyl-amide), OO (hydrogen peroxide). Run in O (water). Run at time 8 hour. Yields the product ClC=1C=C(CN(C(=O)C=2CN(C(C2O)=O)CCN2CCS(CC2)=O)C)C=CC1Cl (4-Hydroxy-5-oxo-1-[2-(1-oxo-1λ4-thiomorpholin-4-yl)-ethyl]-2,5-dihydro-1H-pyrrole-3-carboxylic acid (3,4-dichloro-benzyl)-methyl-amide). RXN SMILES: [Cl:1][C:2]1[CH:3]=[C:4]([CH:25]=[CH:26][C:27]=1[Cl:28])[CH2:5][N:6]([CH3:24])[C:7]([C:9]1[CH2:10][N:11]([CH2:16][CH2:17][N:18]2[CH2:23][CH2:22][S:21][CH2:20][CH2:19]2)[C:12](=[O:15])[C:13]=1[OH:14])=[O:8].[OH:29]O>O>[Cl:1][C:2]1[CH:3]=[C:4]([CH:25]=[CH:26][C:27]=1[Cl:28])[CH2:5][N:6]([CH3:24])[C:7]([C:9]1[CH2:10][N:11]([CH2:16][CH2:17][N:18]2[CH2:23][CH2:22][S:21](=[O:29])[CH2:20][CH2:19]2)[C:12](=[O:15])[C:13]=1[OH:14])=[O:8]. Reported procedure: To a stirred solution of 4-hydroxy-5-oxo-1-(2-thiomorpholin-4-yl-ethyl)-2,5-dihydro-1H-pyrrole-3-carboxylic acid (3,4-dichloro-benzyl)-methyl-amide (108 mg, 0.243 mmol) in water (20 mL) was added 30% hydrogen peroxide (0.3 mL). After stirring overnight the reaction mixture was lyophilized to give the title compound as a white powder. 1HNMR (500 MHz, CDCl3) δ: 7.42 (1H, d, J=8.5 Hz), 7.34 (1H, s), 7.10 (1H, d, J=8.2 Hz), 4.59 (2H, s), 4.28 (2H, s), 3.89 (2H, t, J=5.8 Hz), 3.74–3.70 (2H, m), 3.63 ... Reactants: CN, CO, ClCCCCOc1cccnc1. The product is CNCCCCOc1cccnc1. RXN SMILES: [CH3:13][NH2:14].[CH3:15][OH:16].[Cl:1][CH2:2][CH2:3][CH2:4][CH2:5][O:6][c:7]1[cH:8][n:9][cH:10][cH:11][cH:12]1>>[CH2:2]([CH2:3][CH2:4][CH2:5][O:6][c:7]1[cH:8][n:9][cH:10][cH:11][cH:12]1)[NH:14][CH3:13]. The reactants are CC1(OCCO1)C1=CC=C(S1)CN1N=C(C=C1)N (1-[5-(2-methyl-[1,3]dioxolan-2-yl)-thiophen-2-ylmethyl]-1H-pyrazol-3-ylamine), CN(C=1C=C(C=CC1)C1=C(N=CO1)C(=O)O)C (5-(3-dimethylamino-phenyl)-oxazole-4-carboxylic acid), 05c. The product is C(C)(=O)C1=CC=C(S1)CN1N=C(C=C1)NC(=O)C=1N=COC1C1=CC(=CC=C1)N(C)C (5-(3-Dimethylamino-phenyl)-oxazole-4-carboxylic acid [1-(5-acetyl-thiophen-2-ylmethyl)-1H-pyrazol-3-yl]-amide). RXN SMILES: [CH3:1][C:2]1([C:7]2[S:11][C:10]([CH2:12][N:13]3[CH:17]=[CH:16][C:15]([NH2:18])=[N:14]3)=[CH:9][CH:8]=2)[O:6]CCO1.[CH3:19][N:20]([CH3:35])[C:21]1[CH:22]=[C:23]([C:27]2[O:31][CH:30]=[N:29][C:28]=2[C:32](O)=[O:33])[CH:24]=[CH:25][CH:26]=1>>[C:2]([C:7]1[S:11][C:10]([CH2:12][N:13]2[CH:17]=[CH:16][C:15]([NH:18][C:32]([C:28]3[N:29]=[CH:30][O:31][C:27]=3[C:23]3[CH:24]=[CH:25][CH:26]=[C:21]([N:20]([CH3:35])[CH3:19])[CH:22]=3)=[O:33])=[N:14]2)=[CH:9][CH:8]=1)(=[O:6])[CH3:1]. Procedure details: Following general procedure X followed by C, starting from 1-[5-(2-methyl-[1,3]dioxolan-2-yl)-thiophen-2-ylmethyl]-1H-pyrazol-3-ylamine and 5-(3-dimethylamino-phenyl)-oxazole-4-carboxylic acid. LC-MS-conditions 05c: tR=0.59 min; [M+H]+=436.27. Reactants: [H-].[Na+] (sodium hydride), O (water), CC=1SC(=CN1)C(CO)NC(C1=CC=CC=C1)(C1=CC=CC=C1)C1=CC=CC=C1 (2-(2-methyl-1,3-thiazol-5-yl)-2-tritylaminoethanol), ClC1=NOC2=C1C=C(C=C2)Cl (3,5-dichloro-1,2-benzoisoxazole). The solvent is C(C)(=O)OCC (ethyl acetate), CN(C=O)C (N,N-dimethylformamide), CN(C=O)C (N,N-dimethylformamide). Yields the product ClC=1C=CC2=C(C(=NO2)OCC(NC(C2=CC=CC=C2)(C2=CC=CC=C2)C2=CC=CC=C2)C2=CN=C(S2)C)C1 (5-chloro-3-[2-(2-methyl-1,3-thiazol-5-yl)-2-tritylaminoethoxy]-1,2-benzoisoxazole). Reaction SMILES: [H-].[Na+].[CH3:3][C:4]1[S:5][C:6]([CH:9]([NH:12][C:13]([C:26]2[CH:31]=[CH:30][CH:29]=[CH:28][CH:27]=2)([C:20]2[CH:25]=[CH:24][CH:23]=[CH:22][CH:21]=2)[C:14]2[CH:19]=[CH:18][CH:17]=[CH:16][CH:15]=2)[CH2:10][OH:11])=[CH:7][N:8]=1.Cl[C:33]1[C:37]2[CH:38]=[C:39]([Cl:42])[CH:40]=[CH:41][C:36]=2[O:35][N:34]=1.O>CN(C)C=O.C(OCC)(=O)C>[Cl:42][C:39]1[CH:40]=[CH:41][C:36]2[O:35][N:34]=[C:33]([O:11][CH2:10][CH:9]([C:6]3[S:5][C:4]([CH3:3])=[N:8][CH:7]=3)[NH:12][C:13]([C:26]3[CH:31]=[CH:30][CH:29]=[CH:28][CH:27]=3)([C:20]3[CH:21]=[CH:22][CH:23]=[CH:24][CH:25]=3)[C:14]3[CH:19]=[CH:18][CH:17]=[CH:16][CH:15]=3)[C:37]=2[CH:38]=1 |f:0.1|. Reported procedure: To a solution of 0.24 g of 60% sodium hydride in 10 ml of N,N-dimethylformamide are dropwise added 2.0 g of 2-(2-methyl-1,3-thiazol-5-yl)-2-tritylaminoethanol, a solution of 10 ml of N,N-dimethylformamide at room temperature, and the temperature is gradually elevated to 80° C. after which 1.03 g of 3,5-dichloro-1,2-benzoisoxazole is added. They are subjected to reaction at the same temperature for one hour. After cooling, water and ethyl acetate are added, and the crystals precipitated are colle... Reactants: [Cl-], O=C(O)C1(Cl)CC1, Nc1ccc(C(=O)CCC(=O)O)cc1, C1CCOC1. RXN SMILES: [Cl-:1].[Cl:2][C:3]1([C:6](=[O:7])[OH:8])[CH2:4][CH2:5]1.[NH2:9][c:10]1[cH:11][cH:12][c:13]([C:14](=[O:15])[CH2:16][CH2:17][C:18](=[O:19])[OH:20])[cH:21][cH:22]1.[O:23]1[CH2:24][CH2:25][CH2:26][CH2:27]1>>[Cl:2][C:3]1([C:6](=[O:8])[NH:9][c:10]2[cH:11][cH:12][c:13]([C:14](=[O:15])[CH2:16][CH2:17][C:18](=[O:19])[OH:20])[cH:21][cH:22]2)[CH2:4][CH2:5]1. Yields the product O=C(O)CCC(=O)c1ccc(NC(=O)C2(Cl)CC2)cc1. Starting materials: C1(CCC1)NC=1C(=NC2=CC=C(C=C2N1)C(=O)OC)C1=CC=C(C=C1)F (methyl 3-(cyclobutylamino)-2-(4-fluorophenyl)quinoxaline-6-carboxylate), [H-].[Na+] (sodium hydride), CI (CH3I). The solvent is O1CCCC1 (tetrahydrofuran). Conditions: temperature 10 celsius, time 8 hour. Product: C1(CCC1)N(C=1C(=NC2=CC=C(C=C2N1)C(=O)OC)C1=CC=C(C=C1)F)C (methyl 3-[cyclobutyl(methyl)amino]-2-(4-fluorophenyl)quinoxaline-6-carboxylate). Reaction SMILES: [CH:1]1([NH:5][C:6]2[C:7]([C:20]3[CH:25]=[CH:24][C:23]([F:26])=[CH:22][CH:21]=3)=[N:8][C:9]3[C:14]([N:15]=2)=[CH:13][C:12]([C:16]([O:18][CH3:19])=[O:17])=[CH:11][CH:10]=3)[CH2:4][CH2:3][CH2:2]1.[H-].[Na+].[CH3:29]I>O1CCCC1>[CH:1]1([N:5]([CH3:29])[C:6]2[C:7]([C:20]3[CH:21]=[CH:22][C:23]([F:26])=[CH:24][CH:25]=3)=[N:8][C:9]3[C:14]([N:15]=2)=[CH:13][C:12]([C:16]([O:18][CH3:19])=[O:17])=[CH:11][CH:10]=3)[CH2:2][CH2:3][CH2:4]1 |f:1.2|. Procedure: To a solution of methyl 3-(cyclobutylamino)-2-(4-fluorophenyl)quinoxaline-6-carboxylate (67 mg, 0.19 mmol) in tetrahydrofuran (20 mL) was added sodium hydride (30 mg, 60%) and CH3I (135 mg, 0.95 mmol). The resulting solution was stirred overnight at 10° C. The reaction was then quenched by the addition of NH4Cl solution (50 mL), extracted with ethyl acetate (4×20 mL), and the organic layers combined, dried over anhydrous magnesium sulfate, and concentrated in vacuo to give a residue, which was p... The reactants are Cl[Si](C)(C)Cl (dichlorodimethyl silane), C1(=CC=CC=2C3=CC=CC=C3CC12)[Li] (fluorenyllithium). Solvent: CCCCCC (hexane), CCCCCC (hexane). Conditions: time 1 hour. Yields the product Cl[Si](C1C2=CC=CC=C2C=2C=CC=CC12)(C)C (chlorodimethyl-(9-fluorenyl)silane). Yield: 90.7%. RXN SMILES: Cl[Si:2]([Cl:5])([CH3:4])[CH3:3].[C:6]1([Li])[C:18]2[CH2:17][C:16]3[C:11](=[CH:12][CH:13]=[CH:14][CH:15]=3)[C:10]=2[CH:9]=[CH:8][CH:7]=1>CCCCCC>[Cl:5][Si:2]([CH3:3])([CH3:4])[CH:17]1[C:18]2[CH:6]=[CH:7][CH:8]=[CH:9][C:10]=2[C:11]2[C:16]1=[CH:15][CH:14]=[CH:13][CH:12]=2. Procedure: Into a 3000 ml flask, under nitrogen, was placed a solution of dichlorodimethyl silane (80.2 ml, 0.64 mol.) in 1000 ml of dry hexane, and the solution was Dre-cooled to −78° C. A suspension of fluorenyllithium (53.13 g, 0.32 mol.) in 2000 ml of hexane was slowly added via a cannula and the reaction mixture was stirred for an additional one hour at this temperature. The resulting mixture was gradually allowed to warm to room temperature and stirred for another 16 hours. The reaction mixture was t... Starting materials: BrC=1C=C2C=CN(C2=CC1)[Si](C(C)C)(C(C)C)C(C)C (5-bromo-1-triisopropylsilanyl-1H-indole), C(C)(C)(C)[Li] (tert-butyllithium), COC(=O)[C@]1(N(CCC1)C(=O)OC(C)(C)C)CC1=CC=CC=C1 ((R)-2-benzyl-pyrrolidine-1,2-dicarboxylic acid 1-tert-butyl ester 2-methyl ester). The solvent is C1CCOC1 (THF), C1CCOC1 (THF). Conditions: temperature -78 celsius, time 1 hour. The product is C(C)(C)(C)OC(=O)N1C(CCC1)(C(=O)C=1C=C2C=CN(C2=CC1)[Si](C(C)C)(C(C)C)C(C)C)CC1=CC=CC=C1 (2-benzyl-2-(1-triisopropylsilanyl-1H-indole-5-carbonyl)-pyrrolidine-1-carboxylic acid tert-butyl ester). Yield: 16.5%. As a reaction SMILES: Br[C:2]1[CH:3]=[C:4]2[C:8](=[CH:9][CH:10]=1)[N:7]([Si:11]([CH:18]([CH3:20])[CH3:19])([CH:15]([CH3:17])[CH3:16])[CH:12]([CH3:14])[CH3:13])[CH:6]=[CH:5]2.C([Li])(C)(C)C.C[O:27][C:28]([C@:30]1([CH2:42][C:43]2[CH:48]=[CH:47][CH:46]=[CH:45][CH:44]=2)[CH2:34][CH2:33][CH2:32][N:31]1[C:35]([O:37][C:38]([CH3:41])([CH3:40])[CH3:39])=[O:36])=O>C1COCC1>[C:38]([O:37][C:35]([N:31]1[CH2:32][CH2:33][CH2:34][C:30]1([CH2:42][C:43]1[CH:44]=[CH:45][CH:46]=[CH:47][CH:48]=1)[C:28]([C:2]1[CH:3]=[C:4]2[C:8](=[CH:9][CH:10]=1)[N:7]([Si:11]([CH:15]([CH3:16])[CH3:17])([CH:18]([CH3:19])[CH3:20])[CH:12]([CH3:13])[CH3:14])[CH:6]=[CH:5]2)=[O:27])=[O:36])([CH3:41])([CH3:39])[CH3:40]. Procedure: To a stirred solution of 5-bromo-1-triisopropylsilanyl-1H-indole (0.55 g, 1.57 mmol) in THF (10 mL) at −78° C. under nitrogen atmosphere was added tert-butyllithium (2.02 mL of 1.55 M solution in pentanes, 3.13 mmol) dropwise. After one hour, the reaction mixture was added rapidly to a cold (−78° C.) solution of (R)-2-benzyl-pyrrolidine-1,2-dicarboxylic acid 1-tert-butyl ester 2-methyl ester (0.50 g, 3.13 mmol) in THF (10 mL). The reaction mixture was stirred at −78° C. for one hour, then warmed... Reactants: CCOC(=O)CBr, CCN(C(C)C)C(C)C, COc1ccc(C2CCNCC2)c(F)c1, N#N, CN(C)C=O. Yields the product CCOC(=O)CN1CCC(c2ccc(OC)cc2F)CC1. RXN SMILES: [Br:27][CH2:28][C:29](=[O:30])[O:31][CH2:32][CH3:33].[CH:18]([N:19]([CH2:20][CH3:21])[CH:22]([CH3:23])[CH3:24])([CH3:25])[CH3:26].[F:1][c:2]1[c:3]([CH:10]2[CH2:11][CH2:12][NH:13][CH2:14][CH2:15]2)[cH:4][cH:5][c:6]([O:8][CH3:9])[cH:7]1.[N:16]#[N:17].[O:34]=[CH:35][N:36]([CH3:37])[CH3:38]>>[F:1][c:2]1[c:3]([CH:10]2[CH2:11][CH2:12][N:13]([CH2:28][C:29](=[O:30])[O:31][CH2:32][CH3:33])[CH2:14][CH2:15]2)[cH:4][cH:5][c:6]([O:8][CH3:9])[cH:7]1.